This data is from the Open Reaction Database (ORD), a public repository of structured organic reaction records. The task is: describe an organic reaction: reactants, conditions, products, and yield Starting materials: ClC1=CC=C(C=C1)SCl (4-chlorophenylsulfenyl chloride), C(=C)S(=O)(=O)CC (ethyl vinyl sulfone). Run in ClCCl (dichloromethane). Reaction conditions: time 1 hour. The product is ClC1=CC=C(C=C1)SC=CS(=O)(=O)CC (ethyl 2-(4-chlorophenylthio)vinyl sulfone). RXN SMILES: [Cl:1][C:2]1[CH:7]=[CH:6][C:5]([S:8]Cl)=[CH:4][CH:3]=1.[CH:10]([S:12]([CH2:15][CH3:16])(=[O:14])=[O:13])=[CH2:11]>ClCCl>[Cl:1][C:2]1[CH:7]=[CH:6][C:5]([S:8][CH:11]=[CH:10][S:12]([CH2:15][CH3:16])(=[O:14])=[O:13])=[CH:4][CH:3]=1. Reported procedure: 4-chlorophenylsulfenyl chloride, 7.5 g was added to 5.0 g of ethyl vinyl sulfone in 20 ml of dichloromethane. There was no exotherm and the system was refluxed for 3 hours. The dichloromethane was removed by stripping and the residue was dissolved in 50 ml of benzene. Triethylamine, 4.2 g, was added dropwise with cooling and after standing for 1 hour, the triethylamine hydrochloride was removed by filtration and the benzene stripped to give a crude product. Purification was carried out by chroma...